From a dataset of the Open Reaction Database (ORD), a public repository of structured organic reaction records. describe an organic reaction: reactants, conditions, products, and yield The solvent is FC(C(=O)O)(F)F (trifluoroacetic acid). The yield is 88.8%. The product is C(C)OC(=O)C=1N=C2N(C(C1O)=O)CC(N2)=O (6-Hydroxy-2,5-dioxo-1,2,3,5-tetrahydro-imidazo[1,2-a]pyrimidine-7-carboxylic acid ethyl ester). Reported procedure: A solution of intermediate 4, 6-benzyloxy-2,5-dioxo-1,2,3,5-tetrahydro-imidazo[1,2-a]pyrimidine-7-carboxylic acid ethyl ester, (0.770 g, 2.34 mmol) in trifluoroacetic acid (20 ml) was stirred at 25° C. for 1 h. The solvent was then evaporated under reduced pressure and residual trifluoroacetic acid removed by azeotropic distillation with toluene in vacuo. Acetic acid (5 ml) was added and the mixture subjected to azeotropic distillation with toluene in vacuo to remove solvent and residual acid. R... Reaction SMILES: [CH2:1]([O:3][C:4]([C:6]1[N:7]=[C:8]2[NH:23][C:22](=[O:24])[CH2:21][N:9]2[C:10](=[O:20])[C:11]=1[O:12]CC1C=CC=CC=1)=[O:5])[CH3:2]>FC(F)(F)C(O)=O>[CH2:1]([O:3][C:4]([C:6]1[N:7]=[C:8]2[NH:23][C:22](=[O:24])[CH2:21][N:9]2[C:10](=[O:20])[C:11]=1[OH:12])=[O:5])[CH3:2]. The reactants are intermediate 4, C(C)OC(=O)C=1N=C2N(C(C1OCC1=CC=CC=C1)=O)CC(N2)=O (6-benzyloxy-2,5-dioxo-1,2,3,5-tetrahydro-imidazo[1,2-a]pyrimidine-7-carboxylic acid ethyl ester). The reactants are BrCC(=O)OCC (ethyl α-bromoacetate), II (iodine), aqueous solution, [Cl-].[NH4+] (ammonium chloride), BrCC(=O)OCC (ethyl α-bromoacetate), FC1=C(C#N)C(=CC=C1)F (2,6-difluorobenzonitrile). Reagents/catalysts: [Zn] (zinc). Run in O1CCCC1 (tetrahydrofuran), O1CCCC1 (tetrahydrofuran). Yields the product NC(=CC(=O)OCC)C1=C(C=CC=C1F)F (ethyl 3-amino-3-(2,6-difluorophenyl)-2-propenoate). The yield is 404.3%. As a reaction SMILES: Br[CH2:2][C:3]([O:5][CH2:6][CH3:7])=[O:4].II.[F:10][C:11]1[CH:18]=[CH:17][CH:16]=[C:15]([F:19])[C:12]=1[C:13]#[N:14].[Cl-].[NH4+]>O1CCCC1.[Zn]>[NH2:14][C:13]([C:12]1[C:11]([F:10])=[CH:18][CH:17]=[CH:16][C:15]=1[F:19])=[CH:2][C:3]([O:5][CH2:6][CH3:7])=[O:4] |f:3.4|. Reported procedure: 3.0 g of ethyl α-bromoacetate and a trace amount of iodine were added to a solution of 18.3 g of zinc in 250 ml of tetrahydrofuran under reflux and vigorously stirred to start the reaction. The reaction solution was cooled to room temperature and added with a 30 ml tetrahydrofuran solution of 13.9 g of 2,6-difluorobenzonitrile at one time. Then 17.8 g of ethyl α-bromoacetate was added dropwise at such a rate that slow refluxing would continue. The reaction solution was further refluxed for one h...